From a dataset of the Open Reaction Database (ORD), a public repository of structured organic reaction records. describe an organic reaction: reactants, conditions, products, and yield Reactants: ClC1=CC=C(C=C1)S(=O)(=O)N (4-chlorobenzenesulphonamide), BrCCCCCCC(C(=O)OCC)(C)C (ethyl 8-bromo-2,2-dimethyloctanoate), C([O-])([O-])=O.[K+].[K+] (potassium carbonate). Run in CC(=O)CC (methylethylketone). Yields the product ClC1=CC=C(C=C1)S(=O)(=O)NCCCCCCC(C(=O)OCC)(C)C (Ethyl 8-(4-chlorobenzenesulphonamido)-2,2-dimethyloctanoate). Yield: 22.8%. Reaction SMILES: [Cl:1][C:2]1[CH:7]=[CH:6][C:5]([S:8]([NH2:11])(=[O:10])=[O:9])=[CH:4][CH:3]=1.Br[CH2:13][CH2:14][CH2:15][CH2:16][CH2:17][CH2:18][C:19]([CH3:26])([CH3:25])[C:20]([O:22][CH2:23][CH3:24])=[O:21].C(=O)([O-])[O-].[K+].[K+]>CC(CC)=O>[Cl:1][C:2]1[CH:3]=[CH:4][C:5]([S:8]([NH:11][CH2:13][CH2:14][CH2:15][CH2:16][CH2:17][CH2:18][C:19]([CH3:25])([CH3:26])[C:20]([O:22][CH2:23][CH3:24])=[O:21])(=[O:9])=[O:10])=[CH:6][CH:7]=1 |f:2.3.4|. Reported procedure: A mixture of 4-chlorobenzenesulphonamide (4.5 g), ethyl 8-bromo-2,2-dimethyloctanoate (3.3 g) and potassium carbonate (9.3 g) in dry methylethylketone (140 ml) was refluxed for 9 hours. The inorganic residues were removed by filtration and the filtrate was evaporated to dryness to give an oil. Chromatography on silica gel eluted with chloroform-petroleum ether 15:1 gave the title compound (1.05 g) as an oil. The reactants are C(C1=CC=CC=C1)O[C@H](CO)[C@@H](OCC1=CC=CC=C1)[C@H](O)COCC1=CC=CC=C1 (2,3,5-Tri-O-benzyl-D-lyxitol), N1C=NC=C1 (imidazole), CC(C)(C)[Si](C)(C)Cl (TBDMSCl). Solvent: CN(C)C=O (DMF). Reaction conditions: temperature 0 celsius, time 30 minute. Product: C(C1=CC=CC=C1)O[C@H](CO[Si](C)(C)C(C)(C)C)[C@@H](OCC1=CC=CC=C1)[C@H](O)COCC1=CC=CC=C1 (2,3,5-Tri-O-benzyl-1-O-tert-butyldimethylsilyl-D-lyxitol). Isolated yield 92.6%. RXN SMILES: [CH2:1]([O:8][C@@H:9]([C@H:12]([C@@H:21]([CH2:23][O:24][CH2:25][C:26]1[CH:31]=[CH:30][CH:29]=[CH:28][CH:27]=1)[OH:22])[O:13][CH2:14][C:15]1[CH:20]=[CH:19][CH:18]=[CH:17][CH:16]=1)[CH2:10][OH:11])[C:2]1[CH:7]=[CH:6][CH:5]=[CH:4][CH:3]=1.N1C=CN=C1.[CH3:37][C:38]([Si:41](Cl)([CH3:43])[CH3:42])([CH3:40])[CH3:39]>CN(C=O)C>[CH2:1]([O:8][C@@H:9]([C@H:12]([C@@H:21]([CH2:23][O:24][CH2:25][C:26]1[CH:27]=[CH:28][CH:29]=[CH:30][CH:31]=1)[OH:22])[O:13][CH2:14][C:15]1[CH:16]=[CH:17][CH:18]=[CH:19][CH:20]=1)[CH2:10][O:11][Si:41]([C:38]([CH3:40])([CH3:39])[CH3:37])([CH3:43])[CH3:42])[C:2]1[CH:7]=[CH:6][CH:5]=[CH:4][CH:3]=1. Procedure: A mixture of 239 (5.24 g, 12.4 mmol), imidazole (3.72 g, 54.6 mmol), and TBDMSCl (2.07 g, 13.6 mmol) in dry DMF (50 mL) was stirred at 0° C. under N2 for 30 min. The reaction was quenched with ice (20 mL), and the reaction mixture was partitioned between Et2O (200 mL) and H2O (100 mL). The separated organic phase was washed with H2O (100 mL) and brine (100 mL). The organic layer was dried over anhydrous Na2SO4 and concentrated. The residue was purified by flash chromatography (hexanes:EtOAc, 3:1... Reactants: CC(C)([O-])C.[Na+] (sodium tert-butoxide), [Na+].[Cl-] (NaCl), BrC1=CC=C2C(=N1)N(C=C2)[Si](C(C)C)(C(C)C)C(C)C (6-bromo-1-(triisopropylsilyl)-1H-pyrrolo[2,3-b]pyridine), N1CCS(CC1)(=O)=O (thiomorpholine 1,1-dioxide). The reagents and catalysts are CC(C)([P](C(C)(C)C)([Pd][P](C(C)(C)C)(C(C)(C)C)C(C)(C)C)C(C)(C)C)C (Bis(tri-tert-butylphosphine)palladium(0)). Run in C1(=CC=CC=C1)C (toluene). Run at temperature 80 celsius, time 1 hour. The product is O=S1(CCN(CC1)C1=CC=C2C(=N1)N(C=C2)[Si](C(C)C)(C(C)C)C(C)C)=O (6-(1,1-Dioxo-1lambda*6*-thiomorpholin-4-yl)-1-triisopropylsilanyl-1H-pyrrolo[2,3-b]pyridine). Yield: 67.4%. As a reaction SMILES: Br[C:2]1[N:7]=[C:6]2[N:8]([Si:11]([CH:18]([CH3:20])[CH3:19])([CH:15]([CH3:17])[CH3:16])[CH:12]([CH3:14])[CH3:13])[CH:9]=[CH:10][C:5]2=[CH:4][CH:3]=1.[NH:21]1[CH2:26][CH2:25][S:24](=[O:28])(=[O:27])[CH2:23][CH2:22]1.CC(C)([O-])C.[Na+].[Na+].[Cl-]>CC(C)([P](C(C)(C)C)([Pd][P](C(C)(C)C)(C(C)(C)C)C(C)(C)C)C(C)(C)C)C.C1(C)C=CC=CC=1>[O:27]=[S:24]1(=[O:28])[CH2:25][CH2:26][N:21]([C:2]2[N:7]=[C:6]3[N:8]([Si:11]([CH:18]([CH3:20])[CH3:19])([CH:15]([CH3:17])[CH3:16])[CH:12]([CH3:14])[CH3:13])[CH:9]=[CH:10][C:5]3=[CH:4][CH:3]=2)[CH2:22][CH2:23]1 |f:2.3,4.5,^1:39,45|. Procedure: In a 25 mL round-bottomed flask, 6-bromo-1-(triisopropylsilyl)-1H-pyrrolo[2,3-b]pyridine (420 mg, 1.19 mmol, Eq: 1.00) and thiomorpholine 1,1-dioxide (482 mg, 3.57 mmol) were combined with toluene (3 ml) to give a yellow solution. Bis(tri-tert-butylphosphine)palladium(0) (60.7 mg, 119 μmol) and sodium tert-butoxide (400 mg, 4.16 mmol, Eq: 3.5) were added. The reaction mixture was heated to 80° C. and stirred for 1 h. The reaction mixture was poured into 20 mL sat NaCl and extracted with EtOAc (3...